From a dataset of the Open Reaction Database (ORD), a public repository of structured organic reaction records. describe an organic reaction: reactants, conditions, products, and yield The reactants are O=C([O-])[O-], CNc1nc(Cl)nc2c1c(I)cn2S(=O)(=O)c1ccc(C)cc1, [Na+], [Na+], C1COCCO1, O, Cl[Pd]Cl, c1ccc(P(c2ccccc2)c2ccccc2)cc1, c1ccc(P(c2ccccc2)c2ccccc2)cc1, OB(O)c1ccncc1. RXN SMILES: [C:33](=[O:34])([O-:35])[O-:36].[Cl:1][c:2]1[n:3][c:4]([NH:22][CH3:23])[c:5]2[c:6]([n:7]1)[n:8]([S:12](=[O:13])(=[O:14])[c:15]1[cH:16][cH:17][c:18]([CH3:19])[cH:20][cH:21]1)[cH:9][c:10]2[I:11].[Na+:37].[Na+:38].[O:39]1[CH2:40][CH2:41][O:42][CH2:43][CH2:44]1.[OH2:45].[Pd:46]([Cl:47])[Cl:48].[c:49]1([P:50]([c:51]2[cH:52][cH:53][cH:54][cH:55][cH:56]2)[c:57]2[cH:58][cH:59][cH:60][cH:61][cH:62]2)[cH:63][cH:64][cH:65][cH:66][cH:67]1.[c:68]1([P:69]([c:70]2[cH:71][cH:72][cH:73][cH:74][cH:75]2)[c:76]2[cH:77][cH:78][cH:79][cH:80][cH:81]2)[cH:82][cH:83][cH:84][cH:85][cH:86]1.[n:24]1[cH:25][cH:26][c:27]([B:30]([OH:31])[OH:32])[cH:28][cH:29]1>>[Cl:1][c:2]1[n:3][c:4]([NH:22][CH3:23])[c:5]2[c:6]([n:7]1)[n:8]([S:12](=[O:13])(=[O:14])[c:15]1[cH:16][cH:17][c:18]([CH3:19])[cH:20][cH:21]1)[cH:9][c:10]2-[c:27]1[cH:26][cH:25][n:24][cH:29][cH:28]1. Product: CNc1nc(Cl)nc2c1c(-c1ccncc1)cn2S(=O)(=O)c1ccc(C)cc1. The reactants are [Al+3], [Cl-], [Cl-], [Cl-], CN(C)CCCN1C(=O)C(Cl)Sc2ccccc21, ClCCl, Oc1ccccc1. The product is CN(C)CCCN1C(=O)C(c2ccc(O)cc2)Sc2ccccc21. RXN SMILES: [Al+3:27].[Cl-:26].[Cl-:28].[Cl-:29].[Cl:1][CH:2]1[S:3][c:4]2[c:5]([cH:15][cH:16][cH:17][cH:18]2)[N:6]([CH2:9][CH2:10][CH2:11][N:12]([CH3:13])[CH3:14])[C:7]1=[O:8].[Cl:30][CH2:31][Cl:32].[OH:19][c:20]1[cH:21][cH:22][cH:23][cH:24][cH:25]1>>[CH:2]1([c:23]2[cH:22][cH:21][c:20]([OH:19])[cH:25][cH:24]2)[S:3][c:4]2[c:5]([cH:15][cH:16][cH:17][cH:18]2)[N:6]([CH2:9][CH2:10][CH2:11][N:12]([CH3:13])[CH3:14])[C:7]1=[O:8]. Starting materials: C1(CC1)N(S(=O)(=O)C1=CC(=CC=C1)C(F)(F)F)C1CCN(CC1)C(C=CCCC)=O (N-Cyclopropyl-N-(1-hex-2-enoyl-piperidin-4-yl)-3-trifluoromethylbenzenesulfonamide), CN1CCNCC1 (N-methyl-piperazine). The product is C1(CC1)N(S(=O)(=O)C1=CC(=CC=C1)C(F)(F)F)C1CCN(CC1)C(CC(CCC)N1CCN(CC1)C)=O (N-Cyclopropyl-N-{1-[3-(4-methylpiperazin-1-yl)hexanoyl]piperidin-4-yl}-3-trifluoromethylbenzenesulfonamide). Isolated yield 40.0%. As a reaction SMILES: [CH:1]1([N:4]([CH:18]2[CH2:23][CH2:22][N:21]([C:24](=[O:30])[CH:25]=[CH:26][CH2:27][CH2:28][CH3:29])[CH2:20][CH2:19]2)[S:5]([C:8]2[CH:13]=[CH:12][CH:11]=[C:10]([C:14]([F:17])([F:16])[F:15])[CH:9]=2)(=[O:7])=[O:6])[CH2:3][CH2:2]1.[CH3:31][N:32]1[CH2:37][CH2:36][NH:35][CH2:34][CH2:33]1>>[CH:1]1([N:4]([CH:18]2[CH2:23][CH2:22][N:21]([C:24](=[O:30])[CH2:25][CH:26]([N:35]3[CH2:36][CH2:37][N:32]([CH3:31])[CH2:33][CH2:34]3)[CH2:27][CH2:28][CH3:29])[CH2:20][CH2:19]2)[S:5]([C:8]2[CH:13]=[CH:12][CH:11]=[C:10]([C:14]([F:15])([F:16])[F:17])[CH:9]=2)(=[O:6])=[O:7])[CH2:3][CH2:2]1. Procedure details: N-Cyclopropyl-N-{1-[3-(4-methylpiperazin-1-yl)hexanoyl]piperidin-4-yl}-3-trifluoromethylbenzenesulfonamide (31) was prepared by reacting N-cyclopropyl-N-(1-hex-2-enoyl-piperidin-4-yl)-3-trifluoromethyl-benzenesulfonamide (30) (250 mg, 0.56 mmol) and N-methyl-piperazine (2 mL) as described in Example 26 above. The residue was chromatographed over flash silica eluting with ethyl acetate:methanol:ammonia (100:10:1) to give the title compound 31 (120 mg, 40%) as a white solid. LC: 100%. MS: m/z=545.... Starting materials: Cl (hydrochloric acid), OC1CCN(CC1)CC(=O)C1=NOC(=C1)C1=CC=CC=C1 (3-(4-hydroxypiperidino)acetyl-5-phenylisoxazole), [BH4-].[Na+] (sodium borohydride). Run in CCOCC (ether), C(C)O (ethanol). The product is OC(CN1CCC(CC1)O)C1=NOC(=C1)C1=CC=CC=C1 (3-[1-hydroxy-2-(4-hydroxypiperidino) ethyl]-5-phenylisoxazole). As a reaction SMILES: [OH:1][CH:2]1[CH2:7][CH2:6][N:5]([CH2:8][C:9]([C:11]2[CH:15]=[C:14]([C:16]3[CH:21]=[CH:20][CH:19]=[CH:18][CH:17]=3)[O:13][N:12]=2)=[O:10])[CH2:4][CH2:3]1.[BH4-].[Na+].Cl>CCOCC.C(O)C>[OH:10][CH:9]([C:11]1[CH:15]=[C:14]([C:16]2[CH:21]=[CH:20][CH:19]=[CH:18][CH:17]=2)[O:13][N:12]=1)[CH2:8][N:5]1[CH2:4][CH2:3][CH:2]([OH:1])[CH2:7][CH2:6]1 |f:1.2|. Reported procedure: To a solution of 3-(4-hydroxypiperidino)acetyl-5-phenylisoxazole (25 mg) in ether (10 ml) is added a solution of sodium borohydride (15 mg) in ethanol (1.0 ml) with stirring and then the mixture is stirred for 1 hour. After being cooled, the mixture is acidified with a dilute hydrochloric acid and evaporated under reduced pressure. To the residue is added water and the solution is made alkaline with an aqueous solution of potassium hydroxide, then extracted with chloroform. After removal of the ... The reactants are OC1=C(C2=C(C(/C(/O2)=C/C2=CN(C3=CC=CC=C23)S(=O)(=O)C2=CC=C(C)C=C2)=O)C=C1)CN1CCN(CC1)C(=O)OC(C)(C)C (tert-butyl (Z)-4-({6-hydroxy-3-oxo-2-[(1-tosyl-1H-indol-3-yl)methylene]-2,3-dihydrobenzofuran-7-yl}methyl)piperazine-1-carboxylate), FC(C(=O)O)(F)F (trifluoroacetic acid), C(Cl)Cl (methylene chloride). Reaction conditions: time 8 hour. The product is Cl.Cl.OC1=C(C2=C(C(/C(/O2)=C/C2=CN(C3=CC=CC=C23)S(=O)(=O)C2=CC=C(C)C=C2)=O)C=C1)CN1CCNCC1 ((Z)-6-hydroxy-7-(piperazin-1-ylmethyl)-2-[(1-tosyl-1H-indol-3-yl)methylene]benzofuran-3(2H)-one dihydrochloride). Yield: 89.0%. Reaction SMILES: [OH:1][C:2]1[CH:31]=[CH:30][C:5]2[C:6](=[O:29])/[C:7](=[CH:9]/[C:10]3[C:18]4[C:13](=[CH:14][CH:15]=[CH:16][CH:17]=4)[N:12]([S:19]([C:22]4[CH:28]=[CH:27][C:25]([CH3:26])=[CH:24][CH:23]=4)(=[O:21])=[O:20])[CH:11]=3)/[O:8][C:4]=2[C:3]=1[CH2:32][N:33]1[CH2:38][CH2:37][N:36](C(OC(C)(C)C)=O)[CH2:35][CH2:34]1.FC(F)(F)C(O)=O.C(Cl)[Cl:54]>>[ClH:54].[ClH:54].[OH:1][C:2]1[CH:31]=[CH:30][C:5]2[C:6](=[O:29])/[C:7](=[CH:9]/[C:10]3[C:18]4[C:13](=[CH:14][CH:15]=[CH:16][CH:17]=4)[N:12]([S:19]([C:22]4[CH:23]=[CH:24][C:25]([CH3:26])=[CH:27][CH:28]=4)(=[O:20])=[O:21])[CH:11]=3)/[O:8][C:4]=2[C:3]=1[CH2:32][N:33]1[CH2:38][CH2:37][NH:36][CH2:35][CH2:34]1 |f:3.4.5|. Procedure details: A solution of tert-butyl (Z)-4-({6-hydroxy-3-oxo-2-[(1-tosyl-1H-indol-3-yl)methylene]-2,3-dihydrobenzofuran-7-yl}methyl)piperazine-1-carboxylate (0.0400 g, 0.0635 mmol) in methylene chloride (2 mL) was added with trifluoroacetic acid (2 mL), and the mixture was stirred overnight at room temperature. The reaction mixture was concentrated, and then a solution of the resulting residue in methanol (4 mL) was added with a 5% solution of hydrogen chloride in methanol (1 mL), and the mixture was stirre...